This data is from the Open Reaction Database (ORD), a public repository of structured organic reaction records. The task is: describe an organic reaction: reactants, conditions, products, and yield Reactants: CC(C)C(CNC(=O)Cc1ccccc1)NC(=O)OC(C)(C)C, Cl, C1COCCO1. The product is CC(C)C(N)CNC(=O)Cc1ccccc1. Reaction SMILES: [CH3:1][CH:2]([CH:3]([CH2:4][NH:5][C:6]([CH2:7][c:8]1[cH:9][cH:10][cH:11][cH:12][cH:13]1)=[O:14])[NH:15][C:16](=[O:17])[O:18][C:19]([CH3:20])([CH3:21])[CH3:22])[CH3:23].[ClH:24].[O:25]1[CH2:26][CH2:27][O:28][CH2:29][CH2:30]1>>[CH3:1][CH:2]([CH:3]([CH2:4][NH:5][C:6]([CH2:7][c:8]1[cH:9][cH:10][cH:11][cH:12][cH:13]1)=[O:14])[NH2:15])[CH3:23]. The reactants are O1CC(CC1)CN1C(NCN(C1)C)=N[N+](=O)[O-] (1-{(tetrahydro-3-furanyl)methyl}-2-(nitroimino)-5-methylhexahydro-1,3,5-triazine), [H-].[Na+] (sodium hydride), CI (methyl iodide). The solvent is CN(C)C=O (DMF). Reaction conditions: temperature 50 celsius, time 30 minute. Yields the product O1CC(CC1)CN1C(N(CN(C1)C)C)=N[N+](=O)[O-] (1-{(tetrahydro-3-furanyl)methyl}-2-(nitroimino)-3,5-dimethylhexahydro-1,3,5-triazine). Isolated yield 45.1%. Reaction SMILES: [O:1]1[CH2:5][CH2:4][CH:3]([CH2:6][N:7]2[CH2:12][N:11]([CH3:13])[CH2:10][NH:9][C:8]2=[N:14][N+:15]([O-:17])=[O:16])[CH2:2]1.[H-].[Na+].[CH3:20]I>CN(C=O)C>[O:1]1[CH2:5][CH2:4][CH:3]([CH2:6][N:7]2[CH2:12][N:11]([CH3:13])[CH2:10][N:9]([CH3:20])[C:8]2=[N:14][N+:15]([O-:17])=[O:16])[CH2:2]1 |f:1.2|. Procedure: A mixture comprising 3.00 g of 1-{(tetrahydro-3-furanyl)methyl}-2-(nitroimino)-5-methylhexahydro-1,3,5-triazine, 0.54 g of sodium hydride and 40 ml of DMF was stirred at 50° C. for 30 minutes. Then, 2.08 g of methyl iodide were added thereto, followed by stirring at 70° C. for 2 hours. The reaction fluid was poured into a saturated saline solution and the mixture was extracted with methylene chloride several times. The methylene chloride solution was dried over anhydrous sodium sulfate and conce... Reactants: COC(=O)c1cc(CBr)ccc1F, CO, ClCCl, [K+], [K+], O=C([O-])[O-], CN(C)C=O, O=c1cn[nH]c2ccccc12. The product is COC(=O)c1cc(Cn2ncc(=O)c3ccccc32)ccc1F. As a reaction SMILES: [Br:18][CH2:19][c:20]1[cH:21][cH:22][c:23]([F:30])[c:24]([C:25](=[O:26])[O:27][CH3:28])[cH:29]1.[CH3:34][OH:35].[Cl:31][CH2:32][Cl:33].[K+:12].[K+:13].[O-:14][C:15]([O-:16])=[O:17].[O:36]=[CH:37][N:38]([CH3:39])[CH3:40].[nH:1]1[n:2][cH:3][c:4](=[O:11])[c:5]2[cH:6][cH:7][cH:8][cH:9][c:10]12>>[n:1]1([CH2:19][c:20]2[cH:21][cH:22][c:23]([F:30])[c:24]([C:25](=[O:26])[O:27][CH3:28])[cH:29]2)[n:2][cH:3][c:4](=[O:11])[c:5]2[cH:6][cH:7][cH:8][cH:9][c:10]12.